From a dataset of the Open Reaction Database (ORD), a public repository of structured organic reaction records. describe an organic reaction: reactants, conditions, products, and yield Starting materials: OCc1ccc(Br)cc1Cl, CCOC(C)=O, Cc1ccccc1, CCO, [Na+], [Na+], O=C([O-])[O-], OB(O)Oc1ccccc1. Product: OCc1ccc(-c2ccccc2)cc1Cl. RXN SMILES: [Br:1][c:2]1[cH:3][c:4]([Cl:10])[c:5]([CH2:6][OH:7])[cH:8][cH:9]1.[CH3:27][CH2:28][O:29][C:30](=[O:31])[CH3:32].[CH3:33][c:34]1[cH:35][cH:36][cH:37][cH:38][cH:39]1.[CH3:40][CH2:41][OH:42].[Na+:21].[Na+:22].[O-:23][C:24](=[O:25])[O-:26].[c:11]1([O:17][B:18]([OH:19])[OH:20])[cH:12][cH:13][cH:14][cH:15][cH:16]1>>[c:2]1(-[c:11]2[cH:12][cH:13][cH:14][cH:15][cH:16]2)[cH:3][c:4]([Cl:10])[c:5]([CH2:6][OH:7])[cH:8][cH:9]1. Starting materials: C(C)(C)(C)C=1N=C(C2=C(N1)N(N=N2)CC)N2CC(CC2)(F)F (5-tert-Butyl-7-(3,3-difluoro-pyrrolidin-1-yl)-3-ethyl-3H-[1,2,3]triazolo[4,5-d]pyrimidine), C(C)(C)(C)C=1N=C(C2=C(N1)NN=N2)N2CC(CC2)(F)F (5-tert-butyl-7-(3,3-difluoropyrrolidin-1-yl)-3H-[1,2,3]triazolo[4,5-d]pyrimidine), ClCC1=NC(=NO1)C (5-(chloromethyl)-3-methyl-1,2,4-oxadiazole). The product is C(C)(C)(C)C=1N=C(C2=C(N1)N(N=N2)CC2=NC(=NO2)C)N2CC(CC2)(F)F (5-tert-Butyl-7-(3,3-difluoro-pyrrolidin-1-yl)-3-(3-methyl-[1,2,4]oxadiazol-5-ylmethyl)-3H-[1,2,3]triazolo[4,5-d]pyrimidine). Reaction SMILES: [C:1]([C:5]1[N:6]=[C:7]([N:16]2[CH2:20][CH2:19][C:18]([F:22])([F:21])[CH2:17]2)[C:8]2[N:13]=[N:12][N:11]([CH2:14][CH3:15])[C:9]=2[N:10]=1)([CH3:4])([CH3:3])[CH3:2].C(C1N=C(N2CCC(F)(F)C2)C2N=NNC=2N=1)(C)(C)C.ClCC1[O:49][N:48]=[C:47]([CH3:50])[N:46]=1>>[C:1]([C:5]1[N:6]=[C:7]([N:16]2[CH2:20][CH2:19][C:18]([F:21])([F:22])[CH2:17]2)[C:8]2[N:13]=[N:12][N:11]([CH2:14][C:15]3[O:49][N:48]=[C:47]([CH3:50])[N:46]=3)[C:9]=2[N:10]=1)([CH3:2])([CH3:3])[CH3:4]. Reported procedure: In analogy to the procedure described for the synthesis of 5-tert-butyl-7-(3,3-difluoropyrrolidin-1-yl)-3-ethyl-3H-[1,2,3]triazolo[4,5-d]pyrimidine (example 61), the title compound was prepared from 5-tert-butyl-7-(3,3-difluoropyrrolidin-1-yl)-3H-[1,2,3]triazolo[4,5-d]pyrimidine and 5-(chloromethyl)-3-methyl-1,2,4-oxadiazole and isolated as light-yellow gum. MS (m/e): 379.3 (MH+). Reactants: FC=1C=C(C=CC1C1CN(S(CC1)(=O)=O)C)N1C(O[C@H](C1)CNC(C)=O)=O (N-[[(5S)-3-[3-fluoro-4-(tetrahydro-2-methyl-1,1-dioxido-2H-1,2-thiazin-4-yl)phenyl]-2-oxo-5-oxazolidinyl]methyl]acetamide), COC=1C=CC(=CC1)P2(=S)SP(=S)(S2)C=3C=CC(=CC3)OC (Lawesson's Reagent). The solvent is O1CCOCC1 (dioxane). Conditions: temperature 100 celsius. Product: FC=1C=C(C=CC1C1CN(S(CC1)(=O)=O)C)N1C(O[C@H](C1)CNC(C)=S)=O (N-[[(5S)-3-[3-fluoro-4-(tetrahydro-2-methyl-1,1-dioxido-2H-1,2-thiazin-4-yl)phenyl]-2-oxo-5-oxazolidinyl]methyl]ethanethioamide). Yield: 85.7%. RXN SMILES: [F:1][C:2]1[CH:3]=[C:4]([N:17]2[CH2:21][C@H:20]([CH2:22][NH:23][C:24](=O)[CH3:25])[O:19][C:18]2=[O:27])[CH:5]=[CH:6][C:7]=1[CH:8]1[CH2:13][CH2:12][S:11](=[O:15])(=[O:14])[N:10]([CH3:16])[CH2:9]1.COC1C=CC(P2(SP(C3C=CC(OC)=CC=3)(=S)S2)=[S:37])=CC=1>O1CCOCC1>[F:1][C:2]1[CH:3]=[C:4]([N:17]2[CH2:21][C@H:20]([CH2:22][NH:23][C:24](=[S:37])[CH3:25])[O:19][C:18]2=[O:27])[CH:5]=[CH:6][C:7]=1[CH:8]1[CH2:13][CH2:12][S:11](=[O:15])(=[O:14])[N:10]([CH3:16])[CH2:9]1. Reported procedure: N-[[(5S)-3-[3-fluoro-4-(tetrahydro-2-methyl-1,1-dioxido-2H-1,2-thiazin-4-yl)phenyl]-2-oxo-5-oxazolidinyl]methyl]acetamide (100 mg, 0.25 mmol) and Lawesson's Reagent (122 mg, 0.30 mmol) were dissolved in dioxane (10 mL) under nitrogen. The reaction is heated to 100° C. for 20 minutes then cooled to ambient and evaporated. The residue is partitioned between ethyl acetate (150 mL) and water (50 mL). The organic phase is washed 3 times with water (50 mL) and brine (50 mL), then dried over MgSO4, fil...